From a dataset of the Open Reaction Database (ORD), a public repository of structured organic reaction records. describe an organic reaction: reactants, conditions, products, and yield Starting materials: C(C)(=O)CC(C)=O (acetyl acetone), [Na] (sodium), C(=C)C1=NC=CC=C1 (2-vinylpyridine). Product: N1=C(C=CC=C1)CCCC(C)=O (5-(2-Pyridyl)-2-pentanone). Yield: 14.6%. RXN SMILES: [C:1]([CH2:4][C:5](=O)[CH3:6])(=[O:3])[CH3:2].[Na].C([C:11]1[CH:16]=[CH:15][CH:14]=[CH:13][N:12]=1)=C>>[N:12]1[CH:13]=[CH:14][CH:15]=[CH:16][C:11]=1[CH2:6][CH2:5][CH2:4][C:1](=[O:3])[CH3:2] |^1:7|. Procedure: According to reference F. Noel, Albertson J. Am. Chem. Soc. 1950, 72, 2594-99, a reaction mixture comprising 50 g of acetyl acetone, 1.5 g of sodium and 108 g of 2-vinylpyridine is refluxed for 7 hours. The produced may be distilled as a yellow oil at 1.5. 102 Pa (1.1 Torr) (b.p.: 90-127° C.). Fractional distillation of this oil yields 11.9 g of 5-(2-pyridyl)-2-pentanone (4a) with a boiling point of 88-105° C. and 1.3·102 Pa (1.0 Torr). Starting materials: C#CCCO, [Cl-], C#CCOc1cc(Cl)ncn1, [H-], [NH4+], [Na+], C1CCOC1. Product: C#CCCOc1cc(OCC#C)ncn1. Reaction SMILES: [CH2:3]([CH2:4][C:5]#[CH:6])[OH:7].[Cl-:19].[Cl:8][c:9]1[n:10][cH:11][n:12][c:13]([O:15][CH2:16][C:17]#[CH:18])[cH:14]1.[H-:1].[NH4+:20].[Na+:2].[O:21]1[CH2:22][CH2:23][CH2:24][CH2:25]1>>[CH2:3]([CH2:4][C:5]#[CH:6])[O:7][c:9]1[n:10][cH:11][n:12][c:13]([O:15][CH2:16][C:17]#[CH:18])[cH:14]1.